From a dataset of the Open Reaction Database (ORD), a public repository of structured organic reaction records. describe an organic reaction: reactants, conditions, products, and yield Reactants: C1(CCC1)C1=NC2=C(N1CC1=CC=C(C=C1)C1=C(C=CC=C1)C#N)C=C(C=C2C)C2=NC1=C(N2C)C=CC=C1 (4'-[(2-cyclobutyl-4-methyl-6-(1-methylbenzimidazol-2-yl)-benzimidazol-1-yl)-methyl]-2-cyano-biphenyl), [N-]=[N+]=[N-].[Na+] (sodium azide). The solvent is CN(C=O)C (dimethylformamide). Product: C1(CCC1)C1=NC2=C(N1CC1=CC=C(C=C1)C1=C(C=CC=C1)C1=NN=NN1)C=C(C=C2C)C2=NC1=C(N2C)C=CC=C1 (4'-[(2-Cyclobutyl-4-methyl-6-(1-methylbenzimidazol-2-yl)-benzimidazol-1-yl)-methyl]-2-(1H-tetrazol-5-yl)-biphenyl). RXN SMILES: [CH:1]1([C:5]2[N:9]([CH2:10][C:11]3[CH:16]=[CH:15][C:14]([C:17]4[CH:22]=[CH:21][CH:20]=[CH:19][C:18]=4[C:23]#[N:24])=[CH:13][CH:12]=3)[C:8]3[CH:25]=[C:26]([C:30]4[N:34]([CH3:35])[C:33]5[CH:36]=[CH:37][CH:38]=[CH:39][C:32]=5[N:31]=4)[CH:27]=[C:28]([CH3:29])[C:7]=3[N:6]=2)[CH2:4][CH2:3][CH2:2]1.[N-:40]=[N+:41]=[N-:42].[Na+]>CN(C)C=O>[CH:1]1([C:5]2[N:9]([CH2:10][C:11]3[CH:16]=[CH:15][C:14]([C:17]4[CH:22]=[CH:21][CH:20]=[CH:19][C:18]=4[C:23]4[NH:42][N:41]=[N:40][N:24]=4)=[CH:13][CH:12]=3)[C:8]3[CH:25]=[C:26]([C:30]4[N:34]([CH3:35])[C:33]5[CH:36]=[CH:37][CH:38]=[CH:39][C:32]=5[N:31]=4)[CH:27]=[C:28]([CH3:29])[C:7]=3[N:6]=2)[CH2:4][CH2:3][CH2:2]1 |f:1.2|. Procedure: Prepared analogously to Example 10 from 4'-[(2-cyclobutyl-4-methyl-6-(1-methylbenzimidazol-2-yl)-benzimidazol-1-yl)-methyl]-2-cyano-biphenyl and sodium azide in dimethylformamide. The reactants are C1CCOC1, COC(=O)CCCCCNc1ncnc2oc(-c3ccccc3)c(-c3ccccc3)c12, CO, Cl, [Na+], [OH-], O. Yields the product O=C(O)CCCCCNc1ncnc2oc(-c3ccccc3)c(-c3ccccc3)c12. Reaction SMILES: [CH2:37]1[O:38][CH2:39][CH2:40][CH2:41]1.[CH3:1][O:2][C:3]([CH2:4][CH2:5][CH2:6][CH2:7][CH2:8][NH:9][c:10]1[c:11]2[c:12]([n:13][cH:14][n:15]1)[o:16][c:17](-[c:25]1[cH:26][cH:27][cH:28][cH:29][cH:30]1)[c:18]2-[c:19]1[cH:20][cH:21][cH:22][cH:23][cH:24]1)=[O:31].[CH3:35][OH:36].[ClH:34].[Na+:33].[OH-:32].[OH2:42]>>[O:2]=[C:3]([CH2:4][CH2:5][CH2:6][CH2:7][CH2:8][NH:9][c:10]1[c:11]2[c:12]([n:13][cH:14][n:15]1)[o:16][c:17](-[c:25]1[cH:26][cH:27][cH:28][cH:29][cH:30]1)[c:18]2-[c:19]1[cH:20][cH:21][cH:22][cH:23][cH:24]1)[OH:31].